From a dataset of the Open Reaction Database (ORD), a public repository of structured organic reaction records. describe an organic reaction: reactants, conditions, products, and yield The reactants are BrC=1C=C(C=NC1)O (5-bromo-3-hydroxypyridine), C1(=CC=CC=C1)P(C1=CC=CC=C1)C1=CC=CC=C1 (Triphenylphosphine), CCOC(=O)/N=N/C(=O)OCC (DEAD), C(=O)(OC(C)(C)C)N1[C@@H](CC1)CO (1-BOC-2-(S)-azetidinemethanol). The solvent is C1CCOC1 (THF). Run at time 10 minute. Product: BrC=1C=C(C=NC1)OC[C@H]1N(CC1)C(=O)OC(C)(C)C (5-bromo-3-(1-BOC-2-(S)-azetidinylmethoxy)pyridine). Yield: 47.7%. Reaction SMILES: C1(P(C2C=CC=CC=2)C2C=CC=CC=2)C=CC=CC=1.CCOC(/N=N/C(OCC)=O)=O.[C:32]([N:39]1[CH2:42][CH2:41][C@H:40]1[CH2:43][OH:44])([O:34][C:35]([CH3:38])([CH3:37])[CH3:36])=[O:33].[Br:45][C:46]1[CH:47]=[C:48](O)[CH:49]=[N:50][CH:51]=1>C1COCC1>[Br:45][C:46]1[CH:47]=[C:48]([O:44][CH2:43][C@@H:40]2[CH2:41][CH2:42][N:39]2[C:32]([O:34][C:35]([CH3:38])([CH3:37])[CH3:36])=[O:33])[CH:49]=[N:50][CH:51]=1. Reported procedure: Triphenylphosphine (4.01 g, 15.3 mmol) and DEAD (2.43 mL, 15.3 mmol) were dissolved in 30 mL of THF at 0° C., and the mixture was stirred for for 10 minutes. Samples of 1-BOC-2-(S)-azetidinemethanol (2.86 g, 15.3 mmol), prepared as described above, and 5-bromo-3-hydroxypyridine (1.505 g, 10.2 mmol) were added, and the reaction rnixture was stirred for 40 hours at room temperature. The volatiles were removed under vacuum, and the residue was triturated with hexane. The hexane was removed, and the...